From a dataset of the Open Reaction Database (ORD), a public repository of structured organic reaction records. describe an organic reaction: reactants, conditions, products, and yield The reactants are Cc1ncoc1-c1ccccc1, O=S(=O)(O)Cl, ClC(Cl)Cl. Yields the product Cc1ncoc1-c1ccc(S(=O)(=O)Cl)cc1. RXN SMILES: [CH3:1][c:2]1[n:3][cH:4][o:5][c:6]1-[c:7]1[cH:8][cH:9][cH:10][cH:11][cH:12]1.[Cl:13][S:14](=[O:15])(=[O:16])[OH:17].[Cl:18][CH:19]([Cl:20])[Cl:21]>>[CH3:1][c:2]1[n:3][cH:4][o:5][c:6]1-[c:7]1[cH:8][cH:9][c:10]([S:14]([Cl:13])(=[O:15])=[O:16])[cH:11][cH:12]1. The reactants are Cl[Sn]Cl (SnCl2), [N+](=O)([O-])C1=C(C(=O)O)C=CC=C1[N+](=O)[O-] (2,3-di-nitrobenzoic acid), O (H2O). Run in Cl (HCl), C(C)(=O)O (acetic acid). Reaction conditions: time 2 hour. Product: NC1=C(C(=O)O)C=CC=C1N (2,3-diaminobenzoic acid). The yield is 97.9%. Reaction SMILES: [N+:1]([C:4]1[C:12]([N+:13]([O-])=O)=[CH:11][CH:10]=[CH:9][C:5]=1[C:6]([OH:8])=[O:7])([O-])=O.Cl[Sn]Cl.O>C(O)(=O)C.Cl>[NH2:1][C:4]1[C:12]([NH2:13])=[CH:11][CH:10]=[CH:9][C:5]=1[C:6]([OH:8])=[O:7]. Reported procedure: To a suspension of 2 g (9.4 mmol) of 2,3-di-nitrobenzoic acid in 20 mL of acetic acid at 0° C. was added a solution of 14.8 g (65 mmol) SnCl2. 2 H2O in 7 mL of concentrated HCl. After stirring for 2 h at rt, the reaction mixture was concentrated. The residue was dissolved in 30 mL of H2O and the pH was adjusted to pH=12-13 with 6N NaOH. The mixture was filtered and the solid was washed with 0.1N HCl. The combined aqueous fractions were concentrated to give 1.4 g of the title compound.